describe an organic reaction: reactants, conditions, products, and yield From a dataset of the Open Reaction Database (ORD), a public repository of structured organic reaction records. Starting materials: crude acid, NC=1C=C(C=CC1)CC(=O)NC1=CC(=C(C(=C1)OC)OC)OC (2-(3-aminophenyl)-N-(3,4,5-trimethoxyphenyl)acetamide), CCN=C=NCCCN(C)C (EDCI), C1=CC2=C(N=C1)N(N=N2)O (HOAt), COC(=O)C=1C(N(OC1C)C1OCCCC1)C1=C(C=CC=C1F)Cl (4-methoxycarbonyl-5-methyl(tetrahydropyran-2-yl)-3-(2-chloro-6-fluoro-phenyl)isoxazole), [OH-].[Na+] (NaOH), Cl (HCl). The reagents and catalysts are CN(C)C=1C=CN=CC1 (DMAP). The solvent is ClCCl (dichloromethane), C1CCOC1 (THF), CO (MeOH). Conditions: temperature 55 celsius, time 8 hour. The product is COC=1C=C(C=C(C1OC)OC)NC(CC1=CC(=CC=C1)NC(=O)C=1C(N(OC1C)C1OCCCC1)C1=C(C=CC=C1F)Cl)=O (N-(3,4,5-Trimethoxyphenyl)-3-(5-methyl(tetrahydropyran-2-yl)-3-(2-chloro-6-fluoro-phenyl)isoxazol-4-oyl)aminophenyl Acetamide). Isolated yield 51.1%. As a reaction SMILES: CO[C:3]([C:5]1[CH:6]([C:17]2[C:22]([F:23])=[CH:21][CH:20]=[CH:19][C:18]=2[Cl:24])[N:7]([CH:11]2[CH2:16][CH2:15][CH2:14][CH2:13][O:12]2)[O:8][C:9]=1[CH3:10])=[O:4].[OH-].[Na+].Cl.[NH2:28][C:29]1[CH:30]=[C:31]([CH2:35][C:36]([NH:38][C:39]2[CH:44]=[C:43]([O:45][CH3:46])[C:42]([O:47][CH3:48])=[C:41]([O:49][CH3:50])[CH:40]=2)=[O:37])[CH:32]=[CH:33][CH:34]=1.CCN=C=NCCCN(C)C.C1C=NC2N(O)N=NC=2C=1>ClCCl.CN(C1C=CN=CC=1)C.C1COCC1.CO>[CH3:46][O:45][C:43]1[CH:44]=[C:39]([NH:38][C:36](=[O:37])[CH2:35][C:31]2[CH:32]=[CH:33][CH:34]=[C:29]([NH:28][C:3]([C:5]3[CH:6]([C:17]4[C:22]([F:23])=[CH:21][CH:20]=[CH:19][C:18]=4[Cl:24])[N:7]([CH:11]4[CH2:16][CH2:15][CH2:14][CH2:13][O:12]4)[O:8][C:9]=3[CH3:10])=[O:4])[CH:30]=2)[CH:40]=[C:41]([O:49][CH3:50])[C:42]=1[O:47][CH3:48] |f:1.2|. Reported procedure: A mixture of 4-methoxycarbonyl-5-methyl(tetrahydropyran-2-yl)-3-(2-chloro-6-fluoro-phenyl)isoxazole (2.95 g, 7.98 mmol), 2N NaOH (8.0 ml, 16.0 mmol), MeOH (20 ml), and THF (10 ml) was heated to 55° C. for 4 h. After cooling to 0° C., HCl (1N) was added until pH 3. The mixture was extracted with ethyl acetate (3×), and the combined extracts were washed (brine), dried (MgSO4), filtered, and concentrated to give the crude acid. The crude acid was dissolved in dichloromethane (50 ml) along with 2-(3...